Dataset: the Open Reaction Database (ORD), a public repository of structured organic reaction records. Task: describe an organic reaction: reactants, conditions, products, and yield The reactants are C(C)(=O)C=1C=C(C(=NC1C)OC)NC(OC1=CC=CC=C1)=O (Pheny N-(5-acetyl-2-methoxy-6-methylpyridin-3-yl)carbamate), CC1=C(C=CC=C1C)N1CCNCC1 (1-(2,3-dimethylphenyl)piperazine). Yields the product C(C)(=O)C=1C=C(C(=NC1C)OC)NC(=O)N1CCN(CC1)C1=C(C(=CC=C1)C)C (1-[(5-Acetyl-2-methoxy-6-methylpyridin-3-yl)aminocarbonyl]-4-(2,3-dimethylphenyl)piperazine). The yield is 81.0%. Reaction SMILES: [C:1]([C:4]1[CH:5]=[C:6]([NH:13][C:14](=[O:22])OC2C=CC=CC=2)[C:7]([O:11][CH3:12])=[N:8][C:9]=1[CH3:10])(=[O:3])[CH3:2].[CH3:23][C:24]1[C:29]([CH3:30])=[CH:28][CH:27]=[CH:26][C:25]=1[N:31]1[CH2:36][CH2:35][NH:34][CH2:33][CH2:32]1>>[C:1]([C:4]1[CH:5]=[C:6]([NH:13][C:14]([N:34]2[CH2:35][CH2:36][N:31]([C:25]3[CH:26]=[CH:27][CH:28]=[C:29]([CH3:30])[C:24]=3[CH3:23])[CH2:32][CH2:33]2)=[O:22])[C:7]([O:11][CH3:12])=[N:8][C:9]=1[CH3:10])(=[O:3])[CH3:2]. Reported procedure: Pheny N-(5-acetyl-2-methoxy-6-methylpyridin-3-yl)carbamate and 1-(2,3-dimethylphenyl)piperazine were reacted by the same way with the example 46 to obtain the titled compound. Starting materials: CC(=O)OC(C)=O, CS(=O)(=O)c1c(C(=O)CC(=O)C2CC2)ccc(F)c1F, CCOC(OCC)OCC. The product is CCOC=C(C(=O)c1ccc(F)c(F)c1S(C)(=O)=O)C(=O)C1CC1. Reaction SMILES: [CH3:31][C:32]([O:33][C:34](=[O:35])[CH3:36])=[O:37].[CH:1]1([C:4]([CH2:5][C:6](=[O:7])[c:8]2[c:9]([S:16](=[O:17])(=[O:18])[CH3:19])[c:10]([F:15])[c:11]([F:14])[cH:12][cH:13]2)=[O:20])[CH2:2][CH2:3]1.[CH:21]([O:22][CH2:23][CH3:24])([O:25][CH2:26][CH3:27])[O:28][CH2:29][CH3:30]>>[CH:1]1([C:4]([C:5]([C:6](=[O:7])[c:8]2[c:9]([S:16](=[O:17])(=[O:18])[CH3:19])[c:10]([F:15])[c:11]([F:14])[cH:12][cH:13]2)=[CH:21][O:22][CH2:23][CH3:24])=[O:20])[CH2:2][CH2:3]1. Starting materials: CC(C)CCC[C@@H](C)[C@H]1CC[C@H]2C=3CCC4=CC(CC[C@]4(C)C3CC[C@]12C)=O (cholesta-4,8-dien-3-one), [Cl-].[NH4+] (ammonium chloride), C[Li] (methyllithium), cuprous iodide. Run in C(C)OCC (diethyl ether), C(C)OCC (diethyl ether). Run at time 30 minute. Yields the product CC(C)CCC[C@@H](C)[C@H]1CC[C@H]2C=3CCC4CC(CC[C@]4(C)C3CC[C@]12C)=O (cholest-8-en-3-one). As a reaction SMILES: C[Li].[CH3:3][CH:4]([CH2:6][CH2:7][CH2:8][C@H:9]([C@@H:11]1[C@:28]2([CH3:29])[C@H:14]([C:15]3[CH2:16][CH2:17][C:18]4[C@:23]([C:25]=3[CH2:26][CH2:27]2)([CH3:24])[CH2:22][CH2:21][C:20](=[O:30])[CH:19]=4)[CH2:13][CH2:12]1)[CH3:10])[CH3:5].[Cl-].[NH4+]>C(OCC)C>[CH3:5][CH:4]([CH2:6][CH2:7][CH2:8][C@H:9]([C@@H:11]1[C@:28]2([CH3:29])[C@H:14]([C:15]3[CH2:16][CH2:17][CH:18]4[C@:23]([C:25]=3[CH2:26][CH2:27]2)([CH3:24])[CH2:22][CH2:21][C:20](=[O:30])[CH2:19]4)[CH2:13][CH2:12]1)[CH3:10])[CH3:3] |f:2.3|. Procedure details: 0.85 ml of a methyllithium solution (1.6 N, in diethyl ether) are added to a suspension of 130 mg cuprous iodide in diethyl ether at 0° C. The resulting mixture is stirred for one hour before a solution of 130 mg cholesta-4,8-dien-3-one in 1 ml diethyl ether is added. After being stirred for 30 minutes the reaction mixture is poured into saturated ammonium chloride solution and extracted with ethyl acetate. The organic layer is separated, washed with brine, dried over anhydrous sodium sulphate a...